This data is from the Open Reaction Database (ORD), a public repository of structured organic reaction records. The task is: describe an organic reaction: reactants, conditions, products, and yield Reactants: Cl(=O)[O-].[Na+] (sodium chlorite), P(=O)(O)(O)[O-].[K+] (potassium dihydrogen phosphate), FC1=CC=C2C(=NN(C2=C1)C1COC1)C=1N=C2C(=NC1)N(C=C2C=O)COCC[Si](C)(C)C (2-(6-fluoro-1-oxetan-3-yl-1H-indazol-3-yl)-5-(2-trimethylsilanylethoxymethyl)-5H-pyrrolo[2,3-b]pyrazine-7-carbaldehyde), S(N)(O)(=O)=O (sulfamic acid). Solvent: O (water), O1CCOCC1 (1,4-dioxane), O (water). Run at time 30 minute. The product is FC1=CC=C2C(=NN(C2=C1)C1COC1)C=1N=C2C(=NC1)N(C=C2C(=O)O)COCC[Si](C)(C)C (2-(6-fluoro-1-oxetan-3-yl-1H-indazol-3-yl)-5-(2-trimethylsilanyl-ethoxymethyl)-5H-pyrrolo[2,3-b]pyrazine-7-carboxylic acid). Yield: 111.6%. Reaction SMILES: [F:1][C:2]1[CH:10]=[C:9]2[C:5]([C:6]([C:15]3[N:16]=[C:17]4[C:23]([CH:24]=[O:25])=[CH:22][N:21]([CH2:26][O:27][CH2:28][CH2:29][Si:30]([CH3:33])([CH3:32])[CH3:31])[C:18]4=[N:19][CH:20]=3)=[N:7][N:8]2[CH:11]2[CH2:14][O:13][CH2:12]2)=[CH:4][CH:3]=1.S(=O)(=O)([OH:36])N.Cl([O-])=O.[Na+].P([O-])(O)(O)=O.[K+]>O1CCOCC1.O>[F:1][C:2]1[CH:10]=[C:9]2[C:5]([C:6]([C:15]3[N:16]=[C:17]4[C:23]([C:24]([OH:36])=[O:25])=[CH:22][N:21]([CH2:26][O:27][CH2:28][CH2:29][Si:30]([CH3:33])([CH3:32])[CH3:31])[C:18]4=[N:19][CH:20]=3)=[N:7][N:8]2[CH:11]2[CH2:12][O:13][CH2:14]2)=[CH:4][CH:3]=1 |f:2.3,4.5|. Procedure details: To a solution of 2-(6-fluoro-1-oxetan-3-yl-1H-indazol-3-yl)-5-(2-trimethylsilanylethoxymethyl)-5H-pyrrolo[2,3-b]pyrazine-7-carbaldehyde (293 mg, 0.63 mmol) in 1,4-dioxane (20 ml) and water (4 ml) at 0° C. was added sulfamic acid (365 mg, 3.76 mmol). Then a solution of sodium chlorite (80%, 92 mg, 0.82 mmol) and potassium dihydrogen phosphate (1.02 g, 7.52 mmol) in water (16 ml) was added over ˜15 min. After the addition was complete, the ice bath was removed and the reaction mixture was stirred ... The reactants are ClC1=NC=C(C(=N1)Cl)C (2,4-dichloro-5-methylpyrimidine), C1(CCCC1)C(CC#N)N1N=CC(=C1)B1OC(C(O1)(C)C)(C)C (3-cyclopentyl-3-(4-(4,4,5,5-tetramethyl-1,3,2-dioxaborolan-2-yl)-1H-pyrazol-1-yl)propanenitrile), P(=O)([O-])([O-])[O-].[K+].[K+].[K+] (potassium phosphate), O1CCOCC1 (1,4-dioxane). The reagents and catalysts are C=1C=CC(=CC1)[P](C=2C=CC=CC2)(C=3C=CC=CC3)[Pd]([P](C=4C=CC=CC4)(C=5C=CC=CC5)C=6C=CC=CC6)([P](C=7C=CC=CC7)(C=8C=CC=CC8)C=9C=CC=CC9)[P](C=1C=CC=CC1)(C=1C=CC=CC1)C=1C=CC=CC1 (tetrakis(triphenylphosphine)palladium). The solvent is O (water), CCOC(=O)C (EtOAc). Conditions: temperature 100 celsius. Product: ClC1=NC=C(C(=N1)C=1C=NN(C1)C(CC#N)C1CCCC1)CC (3-(4-(2-chloro-5-ethylpyrimidin-4-yl)-1H-pyrazol-1-yl)-3-cyclopentylpropanenitrile). The yield is 78.0%. Reaction SMILES: [Cl:1][C:2]1[N:7]=[C:6](Cl)[C:5]([CH3:9])=[CH:4][N:3]=1.[CH:10]1([CH:15]([N:19]2[CH:23]=[C:22](B3OC(C)(C)C(C)(C)O3)[CH:21]=[N:20]2)[CH2:16][C:17]#[N:18])[CH2:14][CH2:13][CH2:12][CH2:11]1.P([O-])([O-])([O-])=O.[K+].[K+].[K+].O1CCOC[CH2:42]1>O.CCOC(C)=O.C1C=CC([P]([Pd]([P](C2C=CC=CC=2)(C2C=CC=CC=2)C2C=CC=CC=2)([P](C2C=CC=CC=2)(C2C=CC=CC=2)C2C=CC=CC=2)[P](C2C=CC=CC=2)(C2C=CC=CC=2)C2C=CC=CC=2)(C2C=CC=CC=2)C2C=CC=CC=2)=CC=1>[Cl:1][C:2]1[N:7]=[C:6]([C:22]2[CH:21]=[N:20][N:19]([CH:15]([CH:10]3[CH2:14][CH2:13][CH2:12][CH2:11]3)[CH2:16][C:17]#[N:18])[CH:23]=2)[C:5]([CH2:9][CH3:42])=[CH:4][N:3]=1 |f:2.3.4.5,^1:57,59,78,97|. Procedure details: A mixture of 2,4-dichloro-5-methylpyrimidine (0.62 g, 3.8 mmol), 3-cyclopentyl-3-(4-(4,4,5,5-tetramethyl-1,3,2-dioxaborolan-2-yl)-1H-pyrazol-1-yl)propanenitrile (1.0 g, 3.17 mmol), tetrakis(triphenylphosphine)palladium (200 mg, 0.2 mmol), and potassium phosphate (2.0 g, 9.6 mmol) in 1,4-dioxane (9 mL) and water (0.9 mL) was heated at 100° C. overnight. After cooling to room temperature, the mixture was diluted with EtOAc, washed with water, brine, dried over MgSO4, concentrated. The residue was ... Starting materials: O (water), solution, C(CCC)[Li] (butyl lithium), C(#N)C1=CC=C(C=C1)[C@@H]1CC[C@H](CC1)C=O (trans-4-(p-cyanophenyl)cyclohexanecarboxaldehyde). Reagents/catalysts: [Br-].C[P+](C1=CC=CC=C1)(C1=CC=CC=C1)C1=CC=CC=C1 (methyltriphenylphosphonium bromide). Run in CCCCCC (hexane), O1CCCC1 (tetrahydrofuran), O1CCCC1 (tetrahydrofuran). Run at temperature -20 celsius, time 30 minute. Yields the product residue, C(=C)[C@@H]1CC[C@H](CC1)C1=CC=C(C#N)C=C1 (p-(trans-4-vinylcyclohexyl)benzonitrile). The yield is 91.0%. As a reaction SMILES: [CH2:1]([Li])[CH2:2][CH2:3][CH3:4].[C:6]([C:8]1[CH:13]=[CH:12][C:11]([C@H:14]2[CH2:19]C[C@H](C=O)[CH2:16][CH2:15]2)=[CH:10][CH:9]=1)#[N:7].O>[Br-].C[P+](C1C=CC=CC=1)(C1C=CC=CC=1)C1C=CC=CC=1.O1CCCC1.CCCCCC>[CH:3]([C@H:2]1[CH2:1][CH2:19][C@H:14]([C:11]2[CH:10]=[CH:9][C:8]([C:6]#[N:7])=[CH:13][CH:12]=2)[CH2:15][CH2:16]1)=[CH2:4] |f:3.4|. Reported procedure: A suspension of 2.51 g of methyltriphenylphosphonium bromide in 80 ml of absolute tetrahydrofuran was placed at -20° C. while gassing with argon in a sulphonation flask provided with a dropping funnel and thermometer and treated with 7.6 ml of an about 0.8M solution of butyl lithium in hexane. After stirring at -20° C. for 30 minutes, a solution of 1.0 g of trans-4-(p-cyanophenyl)cyclohexanecarboxaldehyde in 10 ml of absolute tetrahydrofuran was added dropwise at -20° C. within 5 minutes to the ... Reactants: potassium fluoride alumina, CI (methyl iodide), COC (methylether), C[C@H]1C(=O)N[C@H](C(=O)N([C@H](C(=O)N[C@@H](C(=O)N([C@@H]2CC3=CC=C(C=C3)OC4=C(C=CC(=C4)C[C@H](C(=O)N1)N(C2=O)C)O)C)C)CC5=CC=C(C=C5)OC)C)C.C[C@H]1C(=O)N[C@H](C(=O)N([C@H](C(=O)N[C@@H](C(=O)N([C@@H]2CC3=CC=C(C=C3)OC4=C(C=CC(=C4)C[C@H](C(=O)N1)N(C2=O)C)O)C)C)CC5=CC=C(C=C5)OC)C)C.C[C@H]1C(=O)N[C@H](C(=O)N([C@H](C(=O)N[C@@H](C(=O)N([C@@H]2CC3=CC=C(C=C3)OC4=C(C=CC(=C4)C[C@H](C(=O)N1)N(C2=O)C)O)C)C)CC5=CC=C(C=C5)OC)C)C.C[C@H]1C(=O)N[C@H](C(=O)N([C@H](C(=O)N[C@@H](C(=O)N([C@@H]2CC3=CC=C(C=C3)OC4=C(C=CC(=C4)C[C@H](C(=O)N1)N(C2=O)C)O)C)C)CC5=CC=C(C=C5)OC)C)C.O.O.O.O.O (TPC-A). Solvent: COCCOC (1,2-dimethoxy ethane). Conditions: time 8 hour. Yields the product N-methyl, C[C@@H]1C(=O)N[C@H](C(=O)N([C@H](C(=O)N[C@H](C(=O)N([C@H]2CC3=CC=C(C=C3)OC4=C(C=CC(=C4)C[C@@H](C(=O)N1)N(C2=O)C)OC)C)C)CC5=CC=C(C=C5)OC)C)C (methylether of TPC-A). As a reaction SMILES: [CH3:1]OC.[CH3:4][C@@H:5]1[NH:40][C:38](=[O:39])[C@@H:37]2[N:41]([CH3:44])[C:42](=[O:43])[C@@H:21]([CH2:22][C:23]3[CH:28]=[CH:27][C:26]([O:29][C:30]4[CH:35]=[C:34]([CH2:36]2)[CH:33]=[CH:32][C:31]=4[OH:45])=[CH:25][CH:24]=3)[N:20]([CH3:46])[C:18](=[O:19])[C@@H:17]([CH3:47])[NH:16][C:14](=[O:15])[C@H:13]([CH2:48][C:49]2[CH:54]=[CH:53][C:52]([O:55][CH3:56])=[CH:51][CH:50]=2)[N:12]([CH3:57])[C:10](=[O:11])[C@H:9]([CH3:58])[NH:8][C:6]1=[O:7].C[C@@H]1NC(=O)[C@@H]2N(C)C(=O)[C@@H](CC3C=CC(OC4C=C(C2)C=CC=4O)=CC=3)N(C)C(=O)[C@@H](C)NC(=O)[C@H](CC2C=CC(OC)=CC=2)N(C)C(=O)[C@H](C)NC1=O.C[C@@H]1NC(=O)[C@@H]2N(C)C(=O)[C@@H](CC3C=CC(OC4C=C(C2)C=CC=4O)=CC=3)N(C)C(=O)[C@@H](C)NC(=O)[C@H](CC2C=CC(OC)=CC=2)N(C)C(=O)[C@H](C)NC1=O.C[C@@H]1NC(=O)[C@@H]2N(C)C(=O)[C@@H](CC3C=CC(OC4C=C(C2)C=CC=4O)=CC=3)N(C)C(=O)[C@@H](C)NC(=O)[C@H](CC2C=CC(OC)=CC=2)N(C)C(=O)[C@H](C)NC1=O.O.O.O.O.O.CI>COCCOC>[CH3:4][C@H:5]1[NH:40][C:38](=[O:39])[C@H:37]2[N:41]([CH3:44])[C:42](=[O:43])[C@H:21]([CH2:22][C:23]3[CH:28]=[CH:27][C:26]([O:29][C:30]4[CH:35]=[C:34]([CH2:36]2)[CH:33]=[CH:32][C:31]=4[O:45][CH3:1])=[CH:25][CH:24]=3)[N:20]([CH3:46])[C:18](=[O:19])[C@H:17]([CH3:47])[NH:16][C:14](=[O:15])[C@H:13]([CH2:48][C:49]2[CH:54]=[CH:53][C:52]([O:55][CH3:56])=[CH:51][CH:50]=2)[N:12]([CH3:57])[C:10](=[O:11])[C@H:9]([CH3:58])[NH:8][C:6]1=[O:7] |f:1.2.3.4.5.6.7.8.9|. Reported procedure: In 10 ml of anhydrous 1,2-dimethoxy ethane, 100 mg of the methylether derivative of TPC-A was dissolved and 240 mg of potassium fluoride-alumina and excess amount of methyl iodide were added and the mixture was shielded from the light while stirring at room temperature overnight. After completion of the reaction, the solution was filtered, the filtrate was subjected to distillation in vacuo to remove solvent and the residue obtained was purified by P-TLC followed by the recrystallization from me... Starting materials: BrCC(=O)NC1=CC(=CC=C1)Cl (2-bromo-N-(3-chlorophenyl)acetamide), COC=1C=C(C=CC1OC)CN (3,4-dimethoxybenzenemethanamine). Product: ClC=1C=C(C=CC1)NC(CNCC1=CC(=C(C=C1)OC)OC)=O (N-(3-Chlorophenyl)-2-[[(3,4-dimethoxyphenyl)methyl]amino]acetamide). As a reaction SMILES: Br[CH2:2][C:3]([NH:5][C:6]1[CH:11]=[CH:10][CH:9]=[C:8]([Cl:12])[CH:7]=1)=[O:4].[CH3:13][O:14][C:15]1[CH:16]=[C:17]([CH2:23][NH2:24])[CH:18]=[CH:19][C:20]=1[O:21][CH3:22]>>[Cl:12][C:8]1[CH:7]=[C:6]([NH:5][C:3](=[O:4])[CH2:2][NH:24][CH2:23][C:17]2[CH:18]=[CH:19][C:20]([O:21][CH3:22])=[C:15]([O:14][CH3:13])[CH:16]=2)[CH:11]=[CH:10][CH:9]=1. Procedure details: In a manner similar to Preparation 11, react 2-bromo-N-(3-chlorophenyl)acetamide (4.4 g, 18 mmol) with 3,4-dimethoxybenzenemethanamine (8.7 g, 53 mmol) to obtain the title compound. The reactants are CCOCC(=O)Cl, CC#N, CC(C)(O)CNc1c(N)cnc2cc(Br)cnc12. Product: Cl, CCOCC(=O)Nc1cnc2cc(Br)cnc2c1NCC(C)(C)O. RXN SMILES: [CH2:19]([CH3:20])[O:21][CH2:22][C:23](=[O:24])[Cl:25].[CH3:26][C:27]#[N:28].[NH2:1][c:2]1[cH:3][n:4][c:5]2[cH:6][c:7]([Br:18])[cH:8][n:9][c:10]2[c:11]1[NH:12][CH2:13][C:14]([CH3:15])([OH:16])[CH3:17]>>[ClH:25].[NH:1]([c:2]1[cH:3][n:4][c:5]2[cH:6][c:7]([Br:18])[cH:8][n:9][c:10]2[c:11]1[NH:12][CH2:13][C:14]([CH3:15])([OH:16])[CH3:17])[C:23]([CH2:22][O:21][CH2:19][CH3:20])=[O:24]. The reactants are CC(C)C1COC(=O)N1C(=O)C(CC(=O)N(C)C1CCCCC1)Cc1ccccc1, [Li+], C1CCOC1, [OH-], O. Yields the product CN(C(=O)CC(Cc1ccccc1)C(=O)O)C1CCCCC1. RXN SMILES: [CH2:3]([c:4]1[cH:5][cH:6][cH:7][cH:8][cH:9]1)[CH:10]([C:11](=[O:12])[N:13]1[CH:14]([CH:15]([CH3:16])[CH3:17])[CH2:18][O:19][C:20]1=[O:21])[CH2:22][C:23](=[O:24])[N:25]([CH3:26])[CH:27]1[CH2:28][CH2:29][CH2:30][CH2:31][CH2:32]1.[Li+:1].[O:33]1[CH2:34][CH2:35][CH2:36][CH2:37]1.[OH-:2].[OH2:38]>>[O:2]=[C:11]([CH:10]([CH2:3][c:4]1[cH:5][cH:6][cH:7][cH:8][cH:9]1)[CH2:22][C:23](=[O:24])[N:25]([CH3:26])[CH:27]1[CH2:28][CH2:29][CH2:30][CH2:31][CH2:32]1)[OH:12].